From a dataset of the Open Reaction Database (ORD), a public repository of structured organic reaction records. describe an organic reaction: reactants, conditions, products, and yield Reactants: O=C(O)c1cc(Br)no1, Nc1ccc(F)c(Cl)c1. Product: O=C(Nc1ccc(F)c(Cl)c1)c1cc(Br)no1. As a reaction SMILES: [Br:1][c:2]1[n:3][o:4][c:5]([C:7](=[O:8])[OH:9])[cH:6]1.[Cl:10][c:11]1[cH:12][c:13]([NH2:14])[cH:15][cH:16][c:17]1[F:18]>>[Br:1][c:2]1[n:3][o:4][c:5]([C:7](=[O:9])[NH:14][c:13]2[cH:12][c:11]([Cl:10])[c:17]([F:18])[cH:16][cH:15]2)[cH:6]1.